Dataset: the Open Reaction Database (ORD), a public repository of structured organic reaction records. Task: describe an organic reaction: reactants, conditions, products, and yield Starting materials: ClC=1C=C(C(=O)O)C=CC1C(NC1=CC(=C(C=C1)Cl)C1=NC=CC=C1)=O (3-chloro-4-(4-chloro-3-(pyridin-2-yl)phenylcarbamoyl)benzoic acid), NC1=CC=NN1C (5-amino-1-methylpyrazole). Product: ClC1=C(C(=O)NC2=CC(=C(C=C2)Cl)C2=NC=CC=C2)C=CC(=C1)C(=O)NC1=CC=NN1C (2-chloro-N1-(4-chloro-3-(pyridin-2-yl)phenyl)-N4-(1-methyl-1H-pyrazol-5-yl)terephthalamide). RXN SMILES: [Cl:1][C:2]1[CH:3]=[C:4]([CH:8]=[CH:9][C:10]=1[C:11](=[O:26])[NH:12][C:13]1[CH:18]=[CH:17][C:16]([Cl:19])=[C:15]([C:20]2[CH:25]=[CH:24][CH:23]=[CH:22][N:21]=2)[CH:14]=1)[C:5]([OH:7])=O.[NH2:27][C:28]1[N:32]([CH3:33])[N:31]=[CH:30][CH:29]=1>>[Cl:1][C:2]1[CH:3]=[C:4]([C:5]([NH:27][C:28]2[N:32]([CH3:33])[N:31]=[CH:30][CH:29]=2)=[O:7])[CH:8]=[CH:9][C:10]=1[C:11]([NH:12][C:13]1[CH:18]=[CH:17][C:16]([Cl:19])=[C:15]([C:20]2[CH:25]=[CH:24][CH:23]=[CH:22][N:21]=2)[CH:14]=1)=[O:26]. Procedure details: 50 mg of 3-chloro-4-(4-chloro-3-(pyridin-2-yl)phenylcarbamoyl)benzoic acid was coupled to 5-amino-1-methylpyrazole via Procedure G. The product was purified on reverse phase HPLC to yield 2-chloro-N1-(4-chloro-3-(pyridin-2-yl)phenyl)-N4-(1-methyl-1H-pyrazol-5-yl)terephthalamide. MS (Q1) 466 (M)+. Reactants: [Cl-], Cc1cn(-c2ccc([N+](=O)[O-])cc2Cl)cn1. Yields the product Cc1cn(-c2ccc(N)cc2Cl)cn1. RXN SMILES: [Cl-:17].[Cl:1][c:2]1[c:3](-[n:11]2[cH:12][n:13][c:14]([CH3:16])[cH:15]2)[cH:4][cH:5][c:6]([N+:8]([O-:9])=[O:10])[cH:7]1>>[Cl:1][c:2]1[c:3](-[n:11]2[cH:12][n:13][c:14]([CH3:16])[cH:15]2)[cH:4][cH:5][c:6]([NH2:8])[cH:7]1. Reactants: Intermediate I, ClC1=CC(=C(C(=C1)F)CN)F ((4-chloro-2,6-difluorophenyl)methanamine), BrC=1C=CC=2N(C1)C=C(N2)C(=O)OCC (ethyl 6-bromoimidazo[1,2-a]pyridine-2-carboxylate). Product: BrC=1C=CC=2N(C1)C=C(N2)C(=O)NCC2=C(C=C(C=C2F)Cl)F (6-Bromo-N-(4-chloro-2,6-difluorobenzyl)imidazo[1,2-a]pyridine-2-carboxamide). Reaction SMILES: [Cl:1][C:2]1[CH:7]=[C:6]([F:8])[C:5]([CH2:9][NH2:10])=[C:4]([F:11])[CH:3]=1.[Br:12][C:13]1[CH:14]=[CH:15][C:16]2[N:17]([CH:19]=[C:20]([C:22](OCC)=[O:23])[N:21]=2)[CH:18]=1>>[Br:12][C:13]1[CH:14]=[CH:15][C:16]2[N:17]([CH:19]=[C:20]([C:22]([NH:10][CH2:9][C:5]3[C:4]([F:11])=[CH:3][C:2]([Cl:1])=[CH:7][C:6]=3[F:8])=[O:23])[N:21]=2)[CH:18]=1. Procedure: The title compound was prepared by using procedures analogous to those described for the synthesis of Intermediate I, using (4-chloro-2,6-difluorophenyl)methanamine and ethyl 6-bromoimidazo[1,2-a]pyridine-2-carboxylate as starting materials. Reactants: CCCCc1nc(C)n(CC(=O)C(C)(C)C)c(=O)c1Cc1ccc(-c2ccccc2-c2noc(=O)[nH]2)cc1F, CCOC(C)=O, Cl, CC(C)ON, c1ccncc1. Product: CCCCc1nc(C)n(CC(=NOC(C)C)C(C)(C)C)c(=O)c1Cc1ccc(-c2ccccc2-c2noc(=O)[nH]2)cc1F. As a reaction SMILES: [CH2:1]([CH2:2][CH2:3][CH3:4])[c:5]1[c:6]([CH2:20][c:21]2[c:22]([F:39])[cH:23][c:24](-[c:27]3[c:28](-[c:33]4[n:34][o:35][c:36](=[O:38])[nH:37]4)[cH:29][cH:30][cH:31][cH:32]3)[cH:25][cH:26]2)[c:7](=[O:19])[n:8]([CH2:12][C:13]([C:14]([CH3:15])([CH3:16])[CH3:17])=[O:18])[c:9]([CH3:11])[n:10]1.[CH3:52][CH2:53][O:54][C:55](=[O:56])[CH3:57].[ClH:40].[NH2:41][O:42][CH:43]([CH3:44])[CH3:45].[cH:46]1[cH:47][cH:48][n:49][cH:50][cH:51]1>>[CH2:1]([CH2:2][CH2:3][CH3:4])[c:5]1[c:6]([CH2:20][c:21]2[c:22]([F:39])[cH:23][c:24](-[c:27]3[c:28](-[c:33]4[n:34][o:35][c:36](=[O:38])[nH:37]4)[cH:29][cH:30][cH:31][cH:32]3)[cH:25][cH:26]2)[c:7](=[O:19])[n:8]([CH2:12][C:13]([C:14]([CH3:15])([CH3:16])[CH3:17])=[N:41][O:42][CH:43]([CH3:44])[CH3:45])[c:9]([CH3:11])[n:10]1. Reactants: C(CCCCC)OC=1C=C2C=C(NC2=CC1)SC(C(=O)O)(C)C1=CC=CC=C1 (2-(5-hexyloxy-1H-indol-2-yl)thio-2-phenylpropionic acid), [H-].[Al+3].[Li+].[H-].[H-].[H-] (lithium aluminum hydride), Cl (hydrochloric acid), ice water. Run in O1CCCC1 (tetrahydrofuran), O1CCCC1 (tetrahydrofuran). The product is C(CCCCC)OC=1C=C2C=C(NC2=CC1)SC(CO)(C)C1=CC=CC=C1 (2-(5-hexyloxy-1H-indol-2-yl)thio-2-phenylpropanol). Isolated yield 61.2%. RXN SMILES: [CH2:1]([O:7][C:8]1[CH:9]=[C:10]2[C:14](=[CH:15][CH:16]=1)[NH:13][C:12]([S:17][C:18]([C:23]1[CH:28]=[CH:27][CH:26]=[CH:25][CH:24]=1)([CH3:22])[C:19](O)=[O:20])=[CH:11]2)[CH2:2][CH2:3][CH2:4][CH2:5][CH3:6].[H-].[Al+3].[Li+].[H-].[H-].[H-].Cl>O1CCCC1>[CH2:1]([O:7][C:8]1[CH:9]=[C:10]2[C:14](=[CH:15][CH:16]=1)[NH:13][C:12]([S:17][C:18]([C:23]1[CH:28]=[CH:27][CH:26]=[CH:25][CH:24]=1)([CH3:22])[CH2:19][OH:20])=[CH:11]2)[CH2:2][CH2:3][CH2:4][CH2:5][CH3:6] |f:1.2.3.4.5.6|. Procedure details: A solution (20 ml) of 2-(5-hexyloxy-1H-indol-2-yl)thio-2-phenylpropionic acid (2.81 g) in anhydrous tetrahydrofuran was added dropwise to a suspension (10 ml) of lithium aluminum hydride (0.4 g) in anhydrous tetrahydrofuran, and the mixture was heated and refluxed for 30 minutes. The reaction solution was allowed to cool, and was poured into ice water. The mixture was acidified by adding 6N hydrochloric acid, and extracted with ethyl acetate. The organic layer was washed with water, and a satura... The reactants are COCCOCCOC, NS(N)(=O)=O, Nc1ccc([N+](=O)[O-])cc1O. Product: O=[N+]([O-])c1ccc2c(c1)OS(=O)(=O)N2. Reaction SMILES: [CH3:17][O:18][CH2:19][CH2:20][O:21][CH2:22][CH2:23][O:24][CH3:25].[NH2:12][S:13]([NH2:14])(=[O:15])=[O:16].[NH2:1][c:2]1[c:3]([OH:11])[cH:4][c:5]([N+:8](=[O:9])[O-:10])[cH:6][cH:7]1>>[NH:1]1[c:2]2[c:3]([cH:4][c:5]([N+:8](=[O:9])[O-:10])[cH:6][cH:7]2)[O:11][S:13]1(=[O:15])=[O:16].